This data is from the Open Reaction Database (ORD), a public repository of structured organic reaction records. The task is: describe an organic reaction: reactants, conditions, products, and yield Starting materials: ClC1SC2=C(C=3N(C1)C(C(=CC3C(=O)OC)C3=CC=CC=C3)=O)SC=C2 (methyl 5-chloro-5,6-dihydro-8-oxo-9-phenyl-8H-pyrido[1,2-d]thieno[2,3-f][1,4]thiazepin-11-carboxylate), N12CCCN=C2CCC1 (1,5-diazabicyclo[4.3.0]non-5-ene). Run in CS(=O)C (dimethyl sulfoxide). Yields the product O=C1C(=CC(=C2N1C=CSC1=C2SC=C1)C(=O)OC)C1=CC=CC=C1 (methyl 8-oxo-9-phenyl-8H-pyrido[1,2-d]thieno[2,3-f][1,4]thiazepin-11-carboxylate). As a reaction SMILES: Cl[CH:2]1[CH2:8][N:7]2[C:9](=[O:23])[C:10]([C:17]3[CH:22]=[CH:21][CH:20]=[CH:19][CH:18]=3)=[CH:11][C:12]([C:13]([O:15][CH3:16])=[O:14])=[C:6]2[C:5]2[S:24][CH:25]=[CH:26][C:4]=2[S:3]1.N12CCCC1=NCCC2>CS(C)=O>[O:23]=[C:9]1[N:7]2[CH:8]=[CH:2][S:3][C:4]3[CH:26]=[CH:25][S:24][C:5]=3[C:6]2=[C:12]([C:13]([O:15][CH3:16])=[O:14])[CH:11]=[C:10]1[C:17]1[CH:22]=[CH:21][CH:20]=[CH:19][CH:18]=1. Procedure details: (ba) 6.05 g of methyl 5-chloro-5,6-dihydro-8-oxo-9-phenyl-8H-pyrido[1,2-d]thieno[2,3-f][1,4]thiazepin-11-carboxylate were suspended in 60 ml of dimethyl sulfoxide. 3.6 ml of 1,5-diazabicyclo[4.3.0]non-5-ene were added, whereupon the mixture was heated to 70°-75° in order to complete the reaction. The mixture was then cooled to room temperature, whereby crystals separated. The mixture was poured into 300 ml of water, and the crystals were removed by filtration and washed with water. The still moi... Reactants: CC(C)=CC1C(C(=O)Cl)C1(C)C, Cc1c(CO)cccc1-c1ccccc1, CCCCCC, CCOCC, c1ccncc1. The product is CC(C)=CC1C(C(=O)OCc2cccc(-c3ccccc3)c2C)C1(C)C. As a reaction SMILES: [CH3:16][C:17]1([CH3:27])[CH:18]([C:24](=[O:25])[Cl:26])[CH:19]1[CH:20]=[C:21]([CH3:22])[CH3:23].[CH3:1][c:2]1[c:3]([CH2:14][OH:15])[cH:4][cH:5][cH:6][c:7]1-[c:8]1[cH:9][cH:10][cH:11][cH:12][cH:13]1.[CH3:28][CH2:29][CH2:30][CH2:31][CH2:32][CH3:33].[CH3:40][CH2:41][O:42][CH2:43][CH3:44].[cH:34]1[cH:35][cH:36][n:37][cH:38][cH:39]1>>[CH3:1][c:2]1[c:3]([CH2:14][O:15][C:24]([CH:18]2[C:17]([CH3:16])([CH3:27])[CH:19]2[CH:20]=[C:21]([CH3:22])[CH3:23])=[O:25])[cH:4][cH:5][cH:6][c:7]1-[c:8]1[cH:9][cH:10][cH:11][cH:12][cH:13]1. Starting materials: C(C1=CC=CC=C1)NC1=C(C=NC=2N1N=CC2C(=O)O)C(=O)N2CCC(CC2)C2=CC=C(C=C2)F (7-Benzylamino-6-[4-(4-fluorophenyl)piperidine-1-carbonyl]pyrazolo[1,5-a]pyrimidine-3-carboxylic acid), CS(=O)(=O)N (methanesulfonamide). Yields the product C(C1=CC=CC=C1)NC1=C(C=NC=2N1N=CC2C(=O)NS(=O)(=O)C)C(=O)N2CCC(CC2)C2=CC=C(C=C2)F (N-{7-Benzylamino-6-[4-(4-fluorophenyl)piperidine-1-carbonyl]pyrazolo[1,5-a]pyrimidine-3-carbonyl}methanesulfonamide). Yield: 23.9%. Reaction SMILES: [CH2:1]([NH:8][C:9]1[N:14]2[N:15]=[CH:16][C:17]([C:18]([OH:20])=O)=[C:13]2[N:12]=[CH:11][C:10]=1[C:21]([N:23]1[CH2:28][CH2:27][CH:26]([C:29]2[CH:34]=[CH:33][C:32]([F:35])=[CH:31][CH:30]=2)[CH2:25][CH2:24]1)=[O:22])[C:2]1[CH:7]=[CH:6][CH:5]=[CH:4][CH:3]=1.[CH3:36][S:37]([NH2:40])(=[O:39])=[O:38]>>[CH2:1]([NH:8][C:9]1[N:14]2[N:15]=[CH:16][C:17]([C:18]([NH:40][S:37]([CH3:36])(=[O:39])=[O:38])=[O:20])=[C:13]2[N:12]=[CH:11][C:10]=1[C:21]([N:23]1[CH2:28][CH2:27][CH:26]([C:29]2[CH:34]=[CH:33][C:32]([F:35])=[CH:31][CH:30]=2)[CH2:25][CH2:24]1)=[O:22])[C:2]1[CH:3]=[CH:4][CH:5]=[CH:6][CH:7]=1. Procedure details: In the same manner as in Example 1, step 6 and using 7-benzylamino-6-[4-(4-fluorophenyl)piperidine-1-carbonyl]pyrazolo[1,5-a]pyrimidine-3-carboxylic acid (0.090 g, 0.190 mmol) obtained in step 2 and methanesulfonamide (0.094 g, 0.951 mmol), the title compound (0.025 g, 24%) was obtained. The reactants are BrC1=C2C(=NC=C1)N(C=C2)COCC[Si](C)(C)C (4-bromo-1-[2-(trimethylsilyl)ethoxy]methyl-1H-pyrrolo[2,3-b]pyridine), NN (hydrazine), CO (methanol). Reaction conditions: temperature 97 celsius. Yields the product N(N)C1=C2C(=NC=C1)N(C=C2)COCC[Si](C)(C)C (4-hydrazino-1-[2-(trimethylsilyl)ethoxy]methyl-1H-pyrrolo[2,3-b]pyridine). Yield: 92.0%. As a reaction SMILES: Br[C:2]1[CH:7]=[CH:6][N:5]=[C:4]2[N:8]([CH2:11][O:12][CH2:13][CH2:14][Si:15]([CH3:18])([CH3:17])[CH3:16])[CH:9]=[CH:10][C:3]=12.[NH2:19][NH2:20].CO>>[NH:19]([C:2]1[CH:7]=[CH:6][N:5]=[C:4]2[N:8]([CH2:11][O:12][CH2:13][CH2:14][Si:15]([CH3:18])([CH3:17])[CH3:16])[CH:9]=[CH:10][C:3]=12)[NH2:20]. Procedure details: To 4-bromo-1-[2-(trimethylsilyl)ethoxy]methyl-1H-pyrrolo[2,3-b]pyridine (1.98 g, 0.00605 mol) was added hydrazine (11.0 mL, 0.350 mol) followed by addition of methanol (1.0 mL, 0.025 mol) (to improve solubility). The reaction mixture was heated in a sealed tube at 97° C. (an oil bath) for 18 h. The reaction mixture was cooled to rt and formed an off-white solid precipitate. The solid was filtered off and rinsed with cold water and dried to give 4-hydrazino-1-[2-(trimethylsilyl)ethoxy]methyl-1H-p... The reactants are Fc1ccccc1CCBr, CN(C)C1(Cc2ccccc2)CCC(=O)CC1, [Cl-], [Mg], [NH4+], C1CCOC1. Product: CN(C)C1(Cc2ccccc2)CCC(O)(CCc2ccccc2F)CC1, Cl. RXN SMILES: [Br:2][CH2:3][CH2:4][c:5]1[c:6]([F:11])[cH:7][cH:8][cH:9][cH:10]1.[CH2:12]([c:13]1[cH:14][cH:15][cH:16][cH:17][cH:18]1)[C:19]1([N:26]([CH3:27])[CH3:28])[CH2:20][CH2:21][C:22](=[O:25])[CH2:23][CH2:24]1.[Cl-:29].[Mg:1].[NH4+:30].[O:31]1[CH2:32][CH2:33][CH2:34][CH2:35]1>>[CH2:3]([CH2:4][c:5]1[c:6]([F:11])[cH:7][cH:8][cH:9][cH:10]1)[C:22]1([OH:25])[CH2:21][CH2:20][C:19]([CH2:12][c:13]2[cH:14][cH:15][cH:16][cH:17][cH:18]2)([N:26]([CH3:27])[CH3:28])[CH2:24][CH2:23]1.[ClH:29]. The reactants are O1COC2=C1C=CC(=C2)C2(CC2)C(=O)NC=2C=C1C=C(NC1=C(C2)C(=O)OC)C(C)(C)C (Methyl 5-(1-(benzo[d][1,3]dioxol-5-yl)cyclopropanecarboxamido)-2-tert-butyl-1H-indole-7-carboxylate), Cl (hydrochloric acid), [OH-].[Li+] (lithium hydroxide), crude product. Run in O1CCOCC1 (1,4-dioxane), O (water). Run at temperature 70 celsius, time 45 minute. Yields the product O1COC2=C1C=CC(=C2)C2(CC2)C(=O)NC=2C=C1C=C(NC1=C(C2)C(=O)O)C(C)(C)C (5-(1-(benzo[d][1,3]dioxol-5-yl)cyclopropanecarboxamido)-2-tert-butyl-1H-indole-7-carboxylic acid). As a reaction SMILES: [O:1]1[C:5]2[CH:6]=[CH:7][C:8]([C:10]3([C:13]([NH:15][C:16]4[CH:17]=[C:18]5[C:22](=[C:23]([C:25]([O:27]C)=[O:26])[CH:24]=4)[NH:21][C:20]([C:29]([CH3:32])([CH3:31])[CH3:30])=[CH:19]5)=[O:14])[CH2:12][CH2:11]3)=[CH:9][C:4]=2[O:3][CH2:2]1.[OH-].[Li+].Cl>O1CCOCC1.O>[O:1]1[C:5]2[CH:6]=[CH:7][C:8]([C:10]3([C:13]([NH:15][C:16]4[CH:17]=[C:18]5[C:22](=[C:23]([C:25]([OH:27])=[O:26])[CH:24]=4)[NH:21][C:20]([C:29]([CH3:32])([CH3:31])[CH3:30])=[CH:19]5)=[O:14])[CH2:12][CH2:11]3)=[CH:9][C:4]=2[O:3][CH2:2]1 |f:1.2|. Procedure: Methyl 5-(1-(benzo[d][1,3]dioxol-5-yl)cyclopropanecarboxamido)-2-tert-butyl-1H-indole-7-carboxylate (30 mg, 0.069 mmol) was dissolved in a mixture of 1,4-dioxane (1.5 mL) and water (2 mL) containing a magnetic star bar and lithium hydroxide (30 mg, 0.71 mmol). The resulting solution was stirred at 70° C. for 45 minutes. The crude product was then acidified with 2.6 M hydrochloric acid and extracted three times with an equivalent volume of dichloromethane. The dichloromethane extracts were combin... Starting materials: COC(C1=CC(=CC=C1)COC1=CC=C(C=C1)C(=O)N1[C@H](C[C@H](C2=CC=CC=C12)N(C1=CC=C(C=C1)Cl)C(C)=O)C)=O ((2S,4R)-3-(4-{4-[Acetyl-(4-chloro-phenyl)-amino]-2-methyl-3,4-dihydro-2H-quinoline-1-carbonyl}-phenoxymethyl)-benzoic acid methyl ester), [Li+].[OH-] (LiOH). Solvent: CO.C1CCOC1 (MeOH THF). Conditions: time 18 hour. Product: C(C)(=O)N([C@@H]1C[C@@H](N(C2=CC=CC=C12)C(=O)C1=CC=C(OCC=2C=C(C(=O)O)C=CC2)C=C1)C)C1=CC=C(C=C1)Cl ((2S,4R)-3-(4-{4-[Acetyl-(4-chloro-phenyl)-amino]-2-methyl-3,4-dihydro-2H-quinoline-1-carbonyl}-phenoxymethyl)-benzoic acid). The yield is 98.8%. RXN SMILES: C[O:2][C:3](=[O:42])[C:4]1[CH:9]=[CH:8][CH:7]=[C:6]([CH2:10][O:11][C:12]2[CH:17]=[CH:16][C:15]([C:18]([N:20]3[C:29]4[C:24](=[CH:25][CH:26]=[CH:27][CH:28]=4)[C@H:23]([N:30]([C:38](=[O:40])[CH3:39])[C:31]4[CH:36]=[CH:35][C:34]([Cl:37])=[CH:33][CH:32]=4)[CH2:22][C@@H:21]3[CH3:41])=[O:19])=[CH:14][CH:13]=2)[CH:5]=1.[Li+].[OH-]>CO.C1COCC1>[C:38]([N:30]([C:31]1[CH:32]=[CH:33][C:34]([Cl:37])=[CH:35][CH:36]=1)[C@H:23]1[C:24]2[C:29](=[CH:28][CH:27]=[CH:26][CH:25]=2)[N:20]([C:18]([C:15]2[CH:16]=[CH:17][C:12]([O:11][CH2:10][C:6]3[CH:5]=[C:4]([CH:9]=[CH:8][CH:7]=3)[C:3]([OH:42])=[O:2])=[CH:13][CH:14]=2)=[O:19])[C@@H:21]([CH3:41])[CH2:22]1)(=[O:40])[CH3:39] |f:1.2,3.4|. Procedure details: (2S,4R)-3-(4-{4-[Acetyl-(4-chloro-phenyl)-amino]-2-methyl-3,4-dihydro-2H-quinoline-1-carbonyl}-phenoxymethyl)-benzoic acid methyl ester (93 mg, 0.16 mmol) was dissolved in MeOH/THF (2:1, 3 mL). To this solution was added LiOH (2M in H2O, 2 mL). The reaction was stirred at room temperature for 18 hours. The reaction mixture was concentrated in vacuo to remove MeOH and THF. Then 6N HCl aqueous solution was added to acidify the reaction mixture to pH 2-3. The reaction mixture was extracted with DCM... Reactants: N1(N=CC=C1)C1=CC=C(CC=2C(=NC3=CC=C(C=C3C2Cl)C(O)C2=CN=C(N2C)C)OC)C=C1 ((3-(4-(1H-pyrazol-1-yl)benzyl)-4-chloro-2-methoxyquinolin-6-yl)(1,2-dimethyl-1H-imidazol-5-yl)methanol), Intermediate 21, ClCCl (Dichloromethane). The reagents and catalysts are [O-2].[O-2].[Mn+4] (manganese dioxide). Solvent: O1CCOCC1 (dioxane). Reaction conditions: temperature 23 celsius, time 135 minute. Yields the product N1(N=CC=C1)C1=CC=C(CC=2C(=NC3=CC=C(C=C3C2Cl)C(=O)C2=CN=C(N2C)C)OC)C=C1 ((3-(4-(1H-Pyrazol-1-yl)benzyl)-4-chloro-2-methoxyquinolin-6-yl)(1,2-dimethyl-1H-imidazol-5-yl)methanone). RXN SMILES: [N:1]1([C:6]2[CH:34]=[CH:33][C:9]([CH2:10][C:11]3[C:12]([O:31][CH3:32])=[N:13][C:14]4[C:19]([C:20]=3[Cl:21])=[CH:18][C:17]([CH:22]([C:24]3[N:28]([CH3:29])[C:27]([CH3:30])=[N:26][CH:25]=3)[OH:23])=[CH:16][CH:15]=4)=[CH:8][CH:7]=2)[CH:5]=[CH:4][CH:3]=[N:2]1.ClCCl>O1CCOCC1.[O-2].[O-2].[Mn+4]>[N:1]1([C:6]2[CH:34]=[CH:33][C:9]([CH2:10][C:11]3[C:12]([O:31][CH3:32])=[N:13][C:14]4[C:19]([C:20]=3[Cl:21])=[CH:18][C:17]([C:22]([C:24]3[N:28]([CH3:29])[C:27]([CH3:30])=[N:26][CH:25]=3)=[O:23])=[CH:16][CH:15]=4)=[CH:8][CH:7]=2)[CH:5]=[CH:4][CH:3]=[N:2]1 |f:3.4.5|. Procedure: A heterogeneous mixture of (3-(4-(1H-pyrazol-1-yl)benzyl)-4-chloro-2-methoxyquinolin-6-yl)(1,2-dimethyl-1H-imidazol-5-yl)methanol (625 mg, 1.32 mmol, Intermediate 21: step a) and manganese dioxide (809 mg, 7.91 mmol) in dioxane (13 mL) was heated to 100° C. After 135 minutes, the flask was allowed to cool to 23° C. Dichloromethane (40 mL) was added and the mixture was filtered through Celite®, rinsing with dichloromethane. Silica gel (3 g) was added to the filtrate and the solvent was removed by... Reactants: C(C)(C)(C)OC(=O)N1C2CC(CC1CC2)(C=2N=NC=CC2)O (3-Hydroxy-3-pyridazin-3-yl-8-aza-bicyclo[3.2.1]octane-8-carboxylic acid tert-butyl ester), Cl (hydrogen chloride). Run in O1CCOCC1 (dioxane). Reaction conditions: time 0.5 hour. The product is Cl.N1=NC(=CC=C1)C1(CC2CCC(C1)N2)O (3-Pyridazin-3-yl-8-aza-bicyclo[3.2.1]octan-3-ol hydrochloride). As a reaction SMILES: C(OC([N:8]1[CH:13]2[CH2:14][CH2:15][CH:9]1[CH2:10][C:11]([OH:22])([C:16]1[N:17]=[N:18][CH:19]=[CH:20][CH:21]=1)[CH2:12]2)=O)(C)(C)C.[ClH:23]>O1CCOCC1>[ClH:23].[N:18]1[CH:19]=[CH:20][CH:21]=[C:16]([C:11]2([OH:22])[CH2:12][CH:13]3[NH:8][CH:9]([CH2:15][CH2:14]3)[CH2:10]2)[N:17]=1 |f:3.4|. Procedure: 3-Hydroxy-3-pyridazin-3-yl-8-aza-bicyclo[3.2.1]octane-8-carboxylic acid tert-butyl ester (0.22 g) was dissolved in a solution of hydrogen chloride in dioxane (4 N, 2.5 mL). The mixture was stirred for 0.5 hours and the solvent removed by evaporation under vacuum. The solid was triturated from ether to afford the title compound (0.22 g). LCMS m/z 206.2 [M+H]+. R.T.=0.35 min. (Analytical Method 3). The reactants are C1COCCO1, COC(=O)c1cnc(N2CCN(S(=O)(=O)c3ccc(F)cc3)CC2)s1, C[O-], CO, Cl, Cl, NO, [Na+]. The product is O=C(NO)c1cnc(N2CCN(S(=O)(=O)c3ccc(F)cc3)CC2)s1. RXN SMILES: [CH2:35]1[O:36][CH2:37][CH2:38][O:39][CH2:40]1.[CH3:1][O:2][C:3](=[O:4])[c:5]1[cH:6][n:7][c:8]([N:10]2[CH2:11][CH2:12][N:13]([S:16](=[O:17])(=[O:18])[c:19]3[cH:20][cH:21][c:22]([F:25])[cH:23][cH:24]3)[CH2:14][CH2:15]2)[s:9]1.[CH3:29][O-:30].[CH3:32][OH:33].[ClH:26].[ClH:34].[NH2:27][OH:28].[Na+:31]>>[O:2]=[C:3]([c:5]1[cH:6][n:7][c:8]([N:10]2[CH2:11][CH2:12][N:13]([S:16](=[O:17])(=[O:18])[c:19]3[cH:20][cH:21][c:22]([F:25])[cH:23][cH:24]3)[CH2:14][CH2:15]2)[s:9]1)[NH:27][OH:28].